This data is from the Open Reaction Database (ORD), a public repository of structured organic reaction records. The task is: describe an organic reaction: reactants, conditions, products, and yield Reactants: N1=CC=CC=C1 (Pyridine), S(=O)([O-])S(=O)[O-].[Na+].[Na+] (sodium hydrosulfite), C(C)(C)(C)[Si](C1=CC=CC=C1)(C1=CC=CC=C1)Cl (tert-butylchlorodiphenylsilane), COC=1C(C(=C(C(C1OC)=O)C)CCCCCCCCCCO)=O (2,3-Dimethoxy-6-(10-hydroxydecyl)-5-methyl-1,4-benzoquinone), C(C)(=O)Cl (acetyl chloride), N1C=NC=C1 (imidazole). Run in O (Water), ClCCl (dichloromethane). Product: C(C)(=O)OCCCCCCCCCCC1=C(C(=C(C(=C1O)OC)OC)O[Si](C1=CC=CC=C1)(C1=CC=CC=C1)C(C)(C)C)C (6-(10-acetoxydecyl)-4-tert-butyldiphenylsilyloxy-2,3-dimethoxy-5-methylphenol). RXN SMILES: [CH3:1][O:2][C:3]1[C:4](=[O:24])[C:5]([CH2:13][CH2:14][CH2:15][CH2:16][CH2:17][CH2:18][CH2:19][CH2:20][CH2:21][CH2:22][OH:23])=[C:6]([CH3:12])[C:7](=[O:11])[C:8]=1[O:9][CH3:10].N1C=CC=CC=1.[C:31](Cl)(=[O:33])[CH3:32].S(S([O-])=O)([O-])=O.[Na+].[Na+].[C:43]([Si:47](Cl)([C:54]1[CH:59]=[CH:58][CH:57]=[CH:56][CH:55]=1)[C:48]1[CH:53]=[CH:52][CH:51]=[CH:50][CH:49]=1)([CH3:46])([CH3:45])[CH3:44].N1C=CN=C1>ClCCl.O>[C:31]([O:23][CH2:22][CH2:21][CH2:20][CH2:19][CH2:18][CH2:17][CH2:16][CH2:15][CH2:14][CH2:13][C:5]1[C:4]([OH:24])=[C:3]([O:2][CH3:1])[C:8]([O:9][CH3:10])=[C:7]([O:11][Si:47]([C:43]([CH3:46])([CH3:45])[CH3:44])([C:54]2[CH:55]=[CH:56][CH:57]=[CH:58][CH:59]=2)[C:48]2[CH:53]=[CH:52][CH:51]=[CH:50][CH:49]=2)[C:6]=1[CH3:12])(=[O:33])[CH3:32] |f:3.4.5|. Reported procedure: 2,3-Dimethoxy-6-(10-hydroxydecyl)-5-methyl-1,4-benzoquinone (338 mg, 1 mmol) was dissolved in dichloromethane (5 ml). Pyridine (0.1 ml, 1.2 mmol) followed by acetyl chloride.(0.08 ml, 1.1 mmol) was added with stirring under ice-cooling. The mixture was stirred at the same temperature for 1 hour. Water (5 ml) was added to the reaction mixture which was then stirred at room temperature for 20 minutes. Then sodium hydrosulfite (400 mg, 2.3 mmol) was added, and the mixture was stirred for 2 hours. T... The reactants are CCOC(=O)C1CC1c1ccc(-c2ccc(F)cc2)nc1, CO, [Li+], C1COCCO1, [OH-], O. Product: O=C(O)C1CC1c1ccc(-c2ccc(F)cc2)nc1. Reaction SMILES: [CH2:1]([CH3:2])[O:3][C:4](=[O:5])[CH:6]1[CH:7]([c:9]2[cH:10][n:11][c:12](-[c:15]3[cH:16][cH:17][c:18]([F:21])[cH:19][cH:20]3)[cH:13][cH:14]2)[CH2:8]1.[CH3:24][OH:25].[Li+:22].[O:26]1[CH2:27][CH2:28][O:29][CH2:30][CH2:31]1.[OH-:23].[OH2:32]>>[O:3]=[C:4]([OH:5])[CH:6]1[CH:7]([c:9]2[cH:10][n:11][c:12](-[c:15]3[cH:16][cH:17][c:18]([F:21])[cH:19][cH:20]3)[cH:13][cH:14]2)[CH2:8]1. Starting materials: C(C)(C)(C)OC(=O)N[C@H]1COCC[C@H]1NC1=C(C2=C(C(=N1)Cl)C(N(C2)C(=O)OC(C)(C)C)=O)F (tert-butyl 6-((3R,4R)-3-(tert-butoxycarbonylamino)tetrahydro-2H-pyran-4-ylamino)-4-chloro-7-fluoro-3-oxo-1H-pyrrolo[3,4-c]pyridine-2(3H)-carboxylate), C(#N)C1=CC=C(S1)B(O)O (5-cyanothiophen-2-ylboronic acid), C1(CCCCC1)P(C1=C(C=CC=C1)C1=CC=CC=C1)C1CCCCC1 (2-(dicyclohexylphosphino)biphenyl). The reagents and catalysts are C=1C=CC(=CC1)/C=C/C(=O)/C=C/C2=CC=CC=C2.C=1C=CC(=CC1)/C=C/C(=O)/C=C/C2=CC=CC=C2.C=1C=CC(=CC1)/C=C/C(=O)/C=C/C2=CC=CC=C2.[Pd].[Pd] (tris(dibenzylideneacetone)dipalladium(0)). The solvent is O1CCOCC1 (dioxane), CN(C)C=O (DMF), CCOC(=O)C (EtOAc), C(=O)(O)[O-].[Na+] (NaHCO3). Product: C(C)(C)(C)OC(=O)N[C@H]1COCC[C@H]1NC1=C(C2=C(C(=N1)C=1SC(=CC1)C#N)C(N(C2)C(=O)OC(C)(C)C)=O)F (tert-butyl 6-(((3R,4R)-3-((tert-butoxycarbonyl)amino)tetrahydro-2H-pyran-4-yl)amino)-4-(5-cyanothiophen-2-yl)-7-fluoro-3-oxo-1H-pyrrolo[3,4-c]pyridine-2(3H)-carboxylate). Reaction SMILES: [C:1]([O:5][C:6]([NH:8][C@@H:9]1[C@H:14]([NH:15][C:16]2[N:21]=[C:20](Cl)[C:19]3[C:23](=[O:33])[N:24]([C:26]([O:28][C:29]([CH3:32])([CH3:31])[CH3:30])=[O:27])[CH2:25][C:18]=3[C:17]=2[F:34])[CH2:13][CH2:12][O:11][CH2:10]1)=[O:7])([CH3:4])([CH3:3])[CH3:2].[C:35]([C:37]1[S:41][C:40](B(O)O)=[CH:39][CH:38]=1)#[N:36].C1(P(C2CCCCC2)C2C=CC=CC=2C2C=CC=CC=2)CCCCC1>O1CCOCC1.CN(C=O)C.CCOC(C)=O.C([O-])(O)=O.[Na+].C1C=CC(/C=C/C(/C=C/C2C=CC=CC=2)=O)=CC=1.C1C=CC(/C=C/C(/C=C/C2C=CC=CC=2)=O)=CC=1.C1C=CC(/C=C/C(/C=C/C2C=CC=CC=2)=O)=CC=1.[Pd].[Pd]>[C:1]([O:5][C:6]([NH:8][C@@H:9]1[C@H:14]([NH:15][C:16]2[N:21]=[C:20]([C:40]3[S:41][C:37]([C:35]#[N:36])=[CH:38][CH:39]=3)[C:19]3[C:23](=[O:33])[N:24]([C:26]([O:28][C:29]([CH3:32])([CH3:31])[CH3:30])=[O:27])[CH2:25][C:18]=3[C:17]=2[F:34])[CH2:13][CH2:12][O:11][CH2:10]1)=[O:7])([CH3:4])([CH3:3])[CH3:2] |f:6.7,8.9.10.11.12|. Procedure details: A solution of tert-butyl 6-((3R,4R)-3-(tert-butoxycarbonylamino)tetrahydro-2H-pyran-4-ylamino)-4-chloro-7-fluoro-3-oxo-1H-pyrrolo[3,4-c]pyridine-2(3H)-carboxylate (30 mg, 0.060 mmol), 5-cyanothiophen-2-ylboronic acid (27.5 mg, 0.180 mmol), tris(dibenzylideneacetone)dipalladium(0) (3.29 mg, 3.59 mol) and 2-(dicyclohexylphosphino)biphenyl (1.259 mg, 3.59 mol) in dioxane (2 mL) and DMF (0.500 mL) was heated to 160° C. via microwave irradiation for 60 minutes. The reaction mixture was diluted with E... The reactants are NCCO (2-amino-ethanol), N1=C(C=CC2=CC=CC=C12)C=O (quinoline-2-carbaldehyde). Product: N1=C(C=CC2=CC=CC=C12)CNCCO (2-[(Quinolin-2-ylmethyl)-amino]-ethanol). Reaction SMILES: [NH2:1][CH2:2][CH2:3][OH:4].[N:5]1[C:14]2[C:9](=[CH:10][CH:11]=[CH:12][CH:13]=2)[CH:8]=[CH:7][C:6]=1[CH:15]=O>>[N:5]1[C:14]2[C:9](=[CH:10][CH:11]=[CH:12][CH:13]=2)[CH:8]=[CH:7][C:6]=1[CH2:15][NH:1][CH2:2][CH2:3][OH:4]. Reported procedure: prepared by reaction of 2-amino-ethanol with quinoline-2-carbaldehyde The reactants are BrCC1=CC(=C(C#N)C=C1)O (4-Bromomethyl-2-hydroxy-benzonitrile), N1C=NC=C1 (imidazole). The solvent is CN(C)C=O (DMF). Product: OC1=C(C#N)C=CC(=C1)CN1C=NC=C1 (2-Hydroxy-4-imidazol-1-ylmethyl-benzonitrile). Reaction SMILES: Br[CH2:2][C:3]1[CH:10]=[CH:9][C:6]([C:7]#[N:8])=[C:5]([OH:11])[CH:4]=1.[NH:12]1[CH:16]=[CH:15][N:14]=[CH:13]1>CN(C=O)C>[OH:11][C:5]1[CH:4]=[C:3]([CH2:2][N:12]2[CH:16]=[CH:15][N:14]=[CH:13]2)[CH:10]=[CH:9][C:6]=1[C:7]#[N:8]. Reported procedure: 4-Bromomethyl-2-hydroxy-benzonitrile (0.22 g, 1.05 mmol) and imidazole (0.36 g, 5.23 mmol) were dissolved in DMF (10 mL) with stirring at ambient temperature. After stirring for 18 h the reaction mixture was concentrated in vacuo and purified by silica gel chromatography eluting with 2% CH3OH/CH2Cl2 to 5% CH3OH/CH2Cl2 to give the title compound.